This data is from the Open Reaction Database (ORD), a public repository of structured organic reaction records. The task is: describe an organic reaction: reactants, conditions, products, and yield Reactants: C(C)(C)C1=NC(=C(C(=C1C(=O)OCC)C1=CC(=CC=C1)OCC1=CC=CC=C1)C=CCCC)C(C)C (Ethyl 2,6-diisopropyl-4-(3-benzyloxyphenyl)-5-(pent-1-enyl)pyridine-3-carboxylate). Run in C(C)(=O)OCC.CCCCCC (ethyl acetate n-hexane). The product is C(C)(C)C1=NC(=C(C(=C1CO)C1=CC(=CC=C1)OCC1=CC=CC=C1)C=CCCC)C(C)C (2,6-Diisopropyl-3-hydroxymethyl-4-(3-benzyloxyphenyl)-5-(pent-1-enyl)pyridine). As a reaction SMILES: [CH:1]([C:4]1[C:9]([C:10](OCC)=[O:11])=[C:8]([C:15]2[CH:20]=[CH:19][CH:18]=[C:17]([O:21][CH2:22][C:23]3[CH:28]=[CH:27][CH:26]=[CH:25][CH:24]=3)[CH:16]=2)[C:7]([CH:29]=[CH:30][CH2:31][CH2:32][CH3:33])=[C:6]([CH:34]([CH3:36])[CH3:35])[N:5]=1)([CH3:3])[CH3:2]>C(OCC)(=O)C.CCCCCC>[CH:1]([C:4]1[C:9]([CH2:10][OH:11])=[C:8]([C:15]2[CH:20]=[CH:19][CH:18]=[C:17]([O:21][CH2:22][C:23]3[CH:24]=[CH:25][CH:26]=[CH:27][CH:28]=3)[CH:16]=2)[C:7]([CH:29]=[CH:30][CH2:31][CH2:32][CH3:33])=[C:6]([CH:34]([CH3:35])[CH3:36])[N:5]=1)([CH3:3])[CH3:2] |f:1.2|. Reported procedure: The title compound was prepared from the intermediate obtained in Step A by the procedure described in Example 125, Step F. 1H NMR (300 MHz, CDCl3) (reported as a mixture of olefin isomers): δ 0.74 (t, J=7.4 Hz, 3 H), 1.25 (m, 14 H), 1.90 (m, 2 H), 3.39 (m, 2 H), 4.39 (d, J=6.0 Hz, 2 H), 5.07 (s, 2 H), 5.32 (m, 1 H), 5.97 (m, 1 H), 6.74 (m, 2 H), 6.95 (m, 1 H), 7.35 (m, 7 H). FAB-MS: calculated for C30H37NO2, 444; found 444 (M+H, 100%). Elemental analysis: calculated for C30H37NO2: C 81.22; H 8....